This data is from the Open Reaction Database (ORD), a public repository of structured organic reaction records. The task is: describe an organic reaction: reactants, conditions, products, and yield Reactants: FC(C1=CC=C(CN(C(OC(C)(C)C)=O)CC2=CC=C(C=C2)C2=NC(=NO2)CCCCCCCCCCC)C=C1)(F)F (tert-butyl 4-(trifluoromethyl)benzyl[4-(3-undecyl-1,2,4-oxadiazol-5-yl)benzyl]carbamate), Cl (HCl). Run in C(Cl)Cl (DCM). Conditions: temperature 0 celsius, time 3 hour. Yields the product Cl.FC(C1=CC=C(CNCC2=CC=C(C=C2)C2=NC(=NO2)CCCCCCCCCCC)C=C1)(F)F (N-[4-(trifluoromethyl)benzyl]-N-[4-(3-undecyl-1,2,4-oxadiazol-5-yl)benzyl]amine hydrochloride). As a reaction SMILES: [F:1][C:2]([F:42])([F:41])[C:3]1[CH:40]=[CH:39][C:6]([CH2:7][N:8]([CH2:16][C:17]2[CH:22]=[CH:21][C:20]([C:23]3[O:27][N:26]=[C:25]([CH2:28][CH2:29][CH2:30][CH2:31][CH2:32][CH2:33][CH2:34][CH2:35][CH2:36][CH2:37][CH3:38])[N:24]=3)=[CH:19][CH:18]=2)C(=O)OC(C)(C)C)=[CH:5][CH:4]=1.[ClH:43]>C(Cl)Cl>[ClH:43].[F:42][C:2]([F:1])([F:41])[C:3]1[CH:4]=[CH:5][C:6]([CH2:7][NH:8][CH2:16][C:17]2[CH:18]=[CH:19][C:20]([C:23]3[O:27][N:26]=[C:25]([CH2:28][CH2:29][CH2:30][CH2:31][CH2:32][CH2:33][CH2:34][CH2:35][CH2:36][CH2:37][CH3:38])[N:24]=3)=[CH:21][CH:22]=2)=[CH:39][CH:40]=1 |f:3.4|. Reported procedure: To a cold (0° C.) solution of tert-butyl 4-(trifluoromethyl)benzyl[4-(3-undecyl-1,2,4-oxadiazol-5-yl)benzyl]carbamate (43 mg, 0.07 mmol) in DCM (3 mL) was added a solution of HCl (4N in dioxane, 3 mL) and the resulting reaction mixture was stirred 3 h at 0° C., then 14 h at rt. Evaporation of the solvent gave the title compound as a white powder used in the next steps without further purification (29 mg, 99%). M−(APCI): 486.0; M+(APCI): 488.2 HPLC (Condition A), Rt: 5.4 min (HPLC purity: 82%). Reactants: [NH4+].[OH-] (NH4OH), CN1C(CCC1)=C1C(NC2=CC=CC=C12)=O (3-(1-methyl-2-pyrrolidinylidene)-2(1H,3H)-indolone), [H-].[Na+] (NaH), Cu2Br2, BrC=1C=C(C=CC1)OC (m-bromoanisole), material. Solvent: CN(C=O)C (dimethylformamide), C(C)(=O)OCC (ethyl acetate). Yields the product COC=1C=C(C=CC1)N1C(C(C2=CC=CC=C12)=C1N(CCC1)C)=O (1-(3-Methoxyphenyl)-3-(1-methyl-2-pyrrolidinylidene)-2(1H,3H)-indolone). Reaction SMILES: [CH3:1][N:2]1[CH2:6][CH2:5][CH2:4][C:3]1=[C:7]1[C:15]2[C:10](=[CH:11][CH:12]=[CH:13][CH:14]=2)[NH:9][C:8]1=[O:16].[H-].[Na+].Br[C:20]1[CH:21]=[C:22]([O:26][CH3:27])[CH:23]=[CH:24][CH:25]=1.[NH4+].[OH-]>C(OCC)(=O)C.CN(C)C=O>[CH3:27][O:26][C:22]1[CH:21]=[C:20]([N:9]2[C:10]3[C:15](=[CH:14][CH:13]=[CH:12][CH:11]=3)[C:7](=[C:3]3[CH2:4][CH2:5][CH2:6][N:2]3[CH3:1])[C:8]2=[O:16])[CH:25]=[CH:24][CH:23]=1 |f:1.2,4.5|. Reported procedure: Under N2, 3-(1-methyl-2-pyrrolidinylidene)-2(1H,3H)-indolone (1.0 g, 5 mmoles) was added portionwise to a slurry of NaH (50% oil dispersion>265 mg., 5.5 mmoles) slurried in 50 ml. dimethylformamide and the mixture stirred at 25° for 2 hours. Cu2Br2 (1 43 g, 5 mmoles) and then m-bromoanisole (1.9 ml, 15 mmole) were added. The mixture was heated at 130° for 3.5 days, cooled, poured over ice and ethyl acetate, basified with NH4OH and filtered over a pad of diatomaceous earth. The aqueous layer was ...